Dataset: the Open Reaction Database (ORD), a public repository of structured organic reaction records. Task: describe an organic reaction: reactants, conditions, products, and yield Procedure details: In a 2-mL volume stainless steel pressure-resistant vessel were placed 500 mg (1.9 mmol) of 5-iodoanthranilic acid, 403 mg (3.8 mmol) of methyl orthoformate, and 1.2 mL (8.4 mmol) of 15 wt. % ammonia methanol solution. The reaction was carried out at 120° C. for 2 hours. After the reaction was complete, the reaction mixture was cooled to room temperature and analyzed (according to absolute quantitative analysis) by high performance liquid chromatography. There was produced 515 mg (reaction yield... RXN SMILES: [I:1][C:2]1[CH:10]=[C:6](C(O)=O)[C:5]([NH2:11])=[CH:4][CH:3]=1.[CH:12]([O-])([O-])OC.[CH3:17][OH:18].[NH3:19]>>[I:1][C:2]1[CH:10]=[C:6]2[C:5](=[CH:4][CH:3]=1)[N:11]=[CH:12][NH:19][C:17]2=[O:18] |f:2.3|. Yields the product IC=1C=C2C(NC=NC2=CC1)=O (6-iodoquinazolin-4-one). Conditions: time 2 hour. The reactants are IC1=CC=C(C(C(=O)O)=C1)N (5-iodoanthranilic acid), C(OC)([O-])[O-] (methyl orthoformate), CO.N (ammonia methanol). Isolated yield 99.0%. Procedure: The title compounds were prepared as white solids from EDCI coupling between 3-amino-azetidine-1-carboxylic acid tert-butyl ester and (2,5-bistrifluoromethyl-benzoylamino)-acetic acid (prepared by the method similar to Ingersoll, A. W. et. al., Organic Syntheses 1932, XII, 40-2) using the procedure described in Step C of Example 1. The product is C(C)(C)(C)OC(=O)N1CC(C1)NC(CNC(C1=C(C=CC(=C1)C(F)(F)F)C(F)(F)F)=O)=O (3-[2-(2,5-Bis-trifluoromethyl-benzoylamino)-acetylamino]-azetidine-1-carboxylic acid tert-butyl ester). RXN SMILES: CCN=C=NCCCN(C)C.[C:12]([O:16][C:17]([N:19]1[CH2:22][CH:21]([NH2:23])[CH2:20]1)=[O:18])([CH3:15])([CH3:14])[CH3:13].[F:24][C:25]([F:44])([F:43])[C:26]1[CH:38]=[CH:37][C:36]([C:39]([F:42])([F:41])[F:40])=[CH:35][C:27]=1[C:28]([NH:30][CH2:31][C:32](O)=[O:33])=[O:29]>>[C:12]([O:16][C:17]([N:19]1[CH2:22][CH:21]([NH:23][C:32](=[O:33])[CH2:31][NH:30][C:28](=[O:29])[C:27]2[CH:35]=[C:36]([C:39]([F:42])([F:41])[F:40])[CH:37]=[CH:38][C:26]=2[C:25]([F:24])([F:43])[F:44])[CH2:20]1)=[O:18])([CH3:15])([CH3:13])[CH3:14]. Starting materials: XII, CCN=C=NCCCN(C)C (EDCI), C(C)(C)(C)OC(=O)N1CC(C1)N (3-amino-azetidine-1-carboxylic acid tert-butyl ester), FC(C1=C(C(=O)NCC(=O)O)C=C(C=C1)C(F)(F)F)(F)F ((2,5-bistrifluoromethyl-benzoylamino)-acetic acid). Starting materials: CCOC(=O)C=P(c1ccccc1)(c1ccccc1)c1ccccc1, CCNc1nc(Nc2ccccc2)ncc1C=O, C1CCOC1. Yields the product CCNc1nc(Nc2ccccc2)ncc1C=CC(=O)OCC. As a reaction SMILES: [C:19](=[O:20])([O:21][CH2:22][CH3:23])[CH:24]=[P:25]([c:26]1[cH:27][cH:28][cH:29][cH:30][cH:31]1)([c:32]1[cH:33][cH:34][cH:35][cH:36][cH:37]1)[c:38]1[cH:39][cH:40][cH:41][cH:42][cH:43]1.[CH2:1]([CH3:2])[NH:3][c:4]1[n:5][c:6]([NH:12][c:13]2[cH:14][cH:15][cH:16][cH:17][cH:18]2)[n:7][cH:8][c:9]1[CH:10]=[O:11].[O:44]1[CH2:45][CH2:46][CH2:47][CH2:48]1>>[CH2:1]([CH3:2])[NH:3][c:4]1[n:5][c:6]([NH:12][c:13]2[cH:14][cH:15][cH:16][cH:17][cH:18]2)[n:7][cH:8][c:9]1[CH:10]=[CH:24][C:19](=[O:20])[O:21][CH2:22][CH3:23].